From a dataset of the Open Reaction Database (ORD), a public repository of structured organic reaction records. describe an organic reaction: reactants, conditions, products, and yield Starting materials: [OH-].[Na+] (sodium hydroxide), resultant solution, C(C)OC(=O)C1NCCN(C1)C (ethyl-4-methylpiperazine-2-carboxylate), [N+](=O)([O-])C1=C(C=CC=C1)F (o-nitrofluorobenzene). Solvent: O (water), O (water), C(C)O (ethanol), C(C)O (ethanol). Yields the product CN1CC(N(CC1)C1=C(C=CC=C1)[N+](=O)[O-])C(=O)O (4-Methyl-1-(o-nitrophenyl)piperazine-2-carboxylic acid). RXN SMILES: [OH-].[Na+].C([O:5][C:6]([CH:8]1[CH2:13][N:12]([CH3:14])[CH2:11][CH2:10][NH:9]1)=[O:7])C.[N+:15]([C:18]1[CH:23]=[CH:22][CH:21]=[CH:20][C:19]=1F)([O-:17])=[O:16]>O.C(O)C>[CH3:14][N:12]1[CH2:11][CH2:10][N:9]([C:19]2[CH:20]=[CH:21][CH:22]=[CH:23][C:18]=2[N+:15]([O-:17])=[O:16])[CH:8]([C:6]([OH:5])=[O:7])[CH2:13]1 |f:0.1|. Procedure details: A solution of 6.6 g. (0.164 mole) of sodium hydroxide, 28.2 g. (0.165 mole) of ethyl-4-methylpiperazine-2-carboxylate, 20 ml. of water and 200 ml. of ethanol is refluxed for 3 hours. This solution is then added under nitrogen to a hot stirred solution of o-nitrofluorobenzene in 300 ml. of ethanol and 30 ml. of water. The resultant solution is refluxed for 48 hours, cooled and filtered to give 12.8 g. of yellow product, m.p. 222-225°. Concentration of the mother liquors to ~100 ml. and adjusting ... Reactants: CC(C)(C)OC(=O)CC(=O)OC(C)(C)C, COc1cc(F)cc(F)c1[N+](=O)[O-], [H-], [H][H], [Na+], CN(C)C=O, O. The product is COc1cc(C(C(=O)OC(C)(C)C)C(=O)OC(C)(C)C)cc(F)c1[N+](=O)[O-]. As a reaction SMILES: [C:3]([CH2:4][C:5](=[O:6])[O:7][C:8]([CH3:9])([CH3:10])[CH3:11])(=[O:12])[O:13][C:14]([CH3:15])([CH3:16])[CH3:17].[F:20][c:21]1[c:22]([N+:30](=[O:31])[O-:32])[c:23]([O:28][CH3:29])[cH:24][c:25]([F:27])[cH:26]1.[H-:1].[H:18][H:19].[Na+:2].[O:33]=[CH:34][N:35]([CH3:36])[CH3:37].[OH2:38]>>[C:3]([CH:4]([C:5](=[O:6])[O:7][C:8]([CH3:9])([CH3:10])[CH3:11])[c:25]1[cH:24][c:23]([O:28][CH3:29])[c:22]([N+:30](=[O:31])[O-:32])[c:21]([F:20])[cH:26]1)(=[O:12])[O:13][C:14]([CH3:15])([CH3:16])[CH3:17]. Starting materials: CCn1nnc(C2OC(n3cnc4c(NC5CCC(NC(=O)OC(C)(C)C)CC5)nc(Cl)nc43)C(OC(C)=O)C2OC(C)=O)n1, CCN(C(C)C)C(C)C, Clc1nc(Cl)c2ncn(C3CCCCO3)c2n1, ClCCl, O=C(O)C(F)(F)F. Product: CCn1nnc(C2OC(n3cnc4c(NC5CCC(Nc6nc(Cl)nc7c6ncn7C6CCCCO6)CC5)nc(Cl)nc43)C(OC(C)=O)C2OC(C)=O)n1. Reaction SMILES: [C:1]([CH3:2])(=[O:3])[O:4][CH:5]1[CH:6]([n:21]2[c:22]3[n:23][c:24]([Cl:45])[n:25][c:26]([NH:30][CH:31]4[CH2:32][CH2:33][CH:34]([NH:37][C:38]([O:39][C:40]([CH3:41])([CH3:42])[CH3:43])=[O:44])[CH2:35][CH2:36]4)[c:27]3[n:28][cH:29]2)[O:7][CH:8]([c:14]2[n:15][n:16][n:17]([CH2:19][CH3:20])[n:18]2)[CH:9]1[O:10][C:11]([CH3:12])=[O:13].[CH:63]([N:64]([CH2:65][CH3:66])[CH:67]([CH3:68])[CH3:69])([CH3:70])[CH3:71].[Cl:46][c:47]1[n:48][c:49]([Cl:62])[c:50]2[n:51][cH:52][n:53]([CH:56]3[O:57][CH2:58][CH2:59][CH2:60][CH2:61]3)[c:54]2[n:55]1.[Cl:72][CH2:73][Cl:74].[F:75][C:76]([F:77])([F:78])[C:79]([OH:80])=[O:81]>>[C:1]([CH3:2])(=[O:3])[O:4][CH:5]1[CH:6]([n:21]2[c:22]3[n:23][c:24]([Cl:45])[n:25][c:26]([NH:30][CH:31]4[CH2:32][CH2:33][CH:34]([NH:37][c:49]5[n:48][c:47]([Cl:46])[n:55][c:54]6[c:50]5[n:51][cH:52][n:53]6[CH:56]5[O:57][CH2:58][CH2:59][CH2:60][CH2:61]5)[CH2:35][CH2:36]4)[c:27]3[n:28][cH:29]2)[O:7][CH:8]([c:14]2[n:15][n:16][n:17]([CH2:19][CH3:20])[n:18]2)[CH:9]1[O:10][C:11]([CH3:12])=[O:13]. Reactants: NN (hydrazine), O.NN (hydrazine hydrate), C1CCOC1 (THF), N1(CCOCC1)CCC(C(C#N)=NNC1=CC=CC=C1)=O (5-morpholin-4-yl-3-oxo-2-(phenylhydrazono)pentanenitrile). The solvent is C(C)OCC (diethyl ether). Run at time 2 hour. The product is N1(CCOCC1)CCC=1C(C(=NN1)N)=NNC1=CC=CC=C1 (5-(2-morpholin-4-ylethyl)-4-(phenylhydrazono)-4H-pyrazol-3-ylamine). Yield: 41.0%. Reaction SMILES: [N:1]1([CH2:7][CH2:8][C:9](=O)[C:10](=[N:13][NH:14][C:15]2[CH:20]=[CH:19][CH:18]=[CH:17][CH:16]=2)[C:11]#[N:12])CCOCC1.O.[NH2:23][NH2:24].[CH2:25]1[CH2:29][O:28][CH2:27][CH2:26]1.NN>C(OCC)C>[N:1]1([CH2:7][CH2:8][C:9]2[C:10](=[N:13][NH:14][C:15]3[CH:20]=[CH:19][CH:18]=[CH:17][CH:16]=3)[C:11]([NH2:12])=[N:23][N:24]=2)[CH2:25][CH2:29][O:28][CH2:27][CH2:26]1 |f:1.2|. Reported procedure: To a suspension of 5-morpholin-4-yl-3-oxo-2-(phenylhydrazono)pentanenitrile (1.2 mmole) in 15 mL of diethyl ether was slowly added a solution of hydrazine hydrate (2.4 mmol) in 2 of THF which resulted in a clear red solution. After 2 hours, another portion of hydrazine (2.4 mmol) was added at which point some yellow precipitate was observed. The reaction was stirred at ambient temperature overnight. The solid was collected by filtration, purified by recrystalization from ethanol and dried in vac... Reactants: C(C)C1=NC2=C(C=CC=C2C=C1C)[C@H](CO)O ((−)-2-ethyl-3-methyl-8-(1(R),2-dihydroxyethyl)quinoline), ClCCl (dichloromethane), N1C=NC=C1 (imidazole), C(C)(C)(C)[Si](Cl)(C)C (tert-butyldimethylchlorosilane). Run in O (water). Run at temperature 0 celsius, time 2 hour. The product is C(C)C1=NC2=C(C=CC=C2C=C1C)[C@@H](CO[Si](C)(C)C(C)(C)C)O ((+)-2-ethyl-3-methyl-8-(1(S)-hydroxy-2-[tert-butyldimethylsilyloxy]-ethyl)quinoline). The yield is 71.9%. RXN SMILES: [CH2:1]([C:3]1[C:12]([CH3:13])=[CH:11][C:10]2[C:5](=[C:6]([C@@H:14]([OH:17])[CH2:15][OH:16])[CH:7]=[CH:8][CH:9]=2)[N:4]=1)[CH3:2].ClCCl.N1C=CN=C1.[C:26]([Si:30]([CH3:33])([CH3:32])Cl)([CH3:29])([CH3:28])[CH3:27]>O>[CH2:1]([C:3]1[C:12]([CH3:13])=[CH:11][C:10]2[C:5](=[C:6]([C@H:14]([OH:17])[CH2:15][O:16][Si:30]([C:26]([CH3:29])([CH3:28])[CH3:27])([CH3:33])[CH3:32])[CH:7]=[CH:8][CH:9]=2)[N:4]=1)[CH3:2]. Procedure details: 1.72 g (7.45 mmol) of (−)-2-ethyl-3-methyl-8-(1(R),2-dihydroxyethyl)quinoline, 25 ml of dichloromethane and 0.75 g of imidazole are introduced into a 100 ml round-bottomed flask. The mixture is cooled to 0° C., 1.12 g (7.45 mmol) of tert-butyldimethylchlorosilane are added and the resulting mixture is stirred for 2 hours at 0° C. 50 ml of water are added and this mixture is extracted with ethyl acetate (3×80 ml). The organic phases are combined, dried over magnesium sulphate and concentrated. Th... The reactants are C(=S)=S (Carbon disulphide), [OH-].[Na+] (sodium hydroxide), ClC(=O)OCC (ethyl chloroformate), CN(C)CC1=CC=C(O1)CSCCN (2-[[[5-(Dimethylamino)methyl-2-furanyl]methyl]thio]ethanamine). The solvent is O (water). Run at time 30 minute. The product is CN(CC=1OC(=CC1)CSCCN=C=S)C (N,N-dimethyl-5-[[[2-(isothiocyanato)ethyl]thio]methyl]furanmethanamine). As a reaction SMILES: [C:1](=[S:3])=S.[OH-].[Na+].[CH3:6][N:7]([CH2:9][C:10]1[O:14][C:13]([CH2:15][S:16][CH2:17][CH2:18][NH2:19])=[CH:12][CH:11]=1)[CH3:8].ClC(OCC)=O>O>[CH3:6][N:7]([CH3:8])[CH2:9][C:10]1[O:14][C:13]([CH2:15][S:16][CH2:17][CH2:18][N:19]=[C:1]=[S:3])=[CH:12][CH:11]=1 |f:1.2|. Reported procedure: Carbon disulphide (1.52 g) was added with stirring to a cooled solution of sodium hydroxide (0.8 g) in water (1.7 ml). 2-[[[5-(Dimethylamino)methyl-2-furanyl]methyl]thio]ethanamine (4.28 g) was added slowly and when addition was complete the mixture heated at 100° for 2 hr. After cooling to below 40° ethyl chloroformate (1.94 ml) was added and stirring continued for a further 30 mins. The lower thick yellow oil was extracted with chloroform, dried and evaporated to give N,N-dimethyl-5-[[[2-(isot... The reactants are CN=C(C1=CC=C(C=C1)C)Cl (N-methyl 4-methylbenzimidoyl chloride), ClS(=O)(=O)O (chlorosulfonic acid), CN1C(=CC=C1)CC(=O)OC (methyl 1-methyl-1H-pyrrole-2-acetate), Cl(=O)(=O)(=O)O (perchloric acid). The product is Cl(=O)(=O)(=O)O.CN1C(=CC=C1C(C1=CC=C(C=C1)C)=NC)CC(=O)OC (Methyl 1-Methyl-5[(methylimino)(4-methylphenyl)methyl]-1H-pyrrole-2-acetate Perchlorate), green solid. Yield: 30.0%. RXN SMILES: [CH3:1][N:2]=[C:3](Cl)[C:4]1[CH:9]=[CH:8][C:7]([CH3:10])=[CH:6][CH:5]=1.ClS(O)(=O)=O.[CH3:17][N:18]1[CH:22]=[CH:21][CH:20]=[C:19]1[CH2:23][C:24]([O:26][CH3:27])=[O:25].[Cl:28]([OH:32])(=[O:31])(=[O:30])=[O:29]>>[Cl:28]([OH:32])(=[O:31])(=[O:30])=[O:29].[CH3:17][N:18]1[C:22]([C:3](=[N:2][CH3:1])[C:4]2[CH:9]=[CH:8][C:7]([CH3:10])=[CH:6][CH:5]=2)=[CH:21][CH:20]=[C:19]1[CH2:23][C:24]([O:26][CH3:27])=[O:25] |f:4.5|. Reported procedure: The title compound was prepared as in Example X from N-methyl 4-methylbenzimidoyl chloride (5.9 g, 35 mmole), chlorosulfonic acid (0.41 g, 3.5 mmole), methyl 1-methyl-1H-pyrrole-2-acetate (5.4 g, 35 mmole), and 70% perchloric acid (5.5 g, 38.5 mmole) to yield 4.0 g (30%) of a green solid, m.p. 155°-159° C. (dec).